The task is: describe an organic reaction: reactants, conditions, products, and yield. This data is from the Open Reaction Database (ORD), a public repository of structured organic reaction records. Starting materials: BrC1=CC=2C3=C(COC2C=C1)C=C(S3)C(=O)N(C)C3=C(C=C(C=C3)F)F (8-bromo-N-(2,4-difluorophenyl)-N-methyl-4H-thieno[3,2-c]chromene-2-carboxamide), C(C)(=O)N (acetamide). Yields the product C(C)(=O)NC1=CC=2C3=C(COC2C=C1)C=C(S3)C(=O)N(C)C3=C(C=C(C=C3)F)F (8-acetamido-N-(2,4-difluorophenyl)-N-methyl-4H-thieno[3,2-c]chromene-2-carboxamide). As a reaction SMILES: Br[C:2]1[CH:11]=[CH:10][C:9]2[O:8][CH2:7][C:6]3[CH:12]=[C:13]([C:15]([N:17]([C:19]4[CH:24]=[CH:23][C:22]([F:25])=[CH:21][C:20]=4[F:26])[CH3:18])=[O:16])[S:14][C:5]=3[C:4]=2[CH:3]=1.[C:27]([NH2:30])(=[O:29])[CH3:28]>>[C:27]([NH:30][C:2]1[CH:11]=[CH:10][C:9]2[O:8][CH2:7][C:6]3[CH:12]=[C:13]([C:15]([N:17]([C:19]4[CH:24]=[CH:23][C:22]([F:25])=[CH:21][C:20]=4[F:26])[CH3:18])=[O:16])[S:14][C:5]=3[C:4]=2[CH:3]=1)(=[O:29])[CH3:28]. Procedure: Following Example 70 and General Procedure D, 8-bromo-N-(2,4-difluorophenyl)-N-methyl-4H-thieno[3,2-c]chromene-2-carboxamide 160bp and acetamide were reacted to give 121bp. 1H NMR (400 MHz, CDCl3) δ 6.84-7.31 (m, 6H), 6.76 (s, 1H), 5.05 (s, 2H), 3.40 (s, 3H), 2.16 (s, 3H). LCMS (ESI) m/z: 414.9 The reactants are ClC=1N=C(C2=C(N1)C(=CS2)C)Cl (2,4-dichloro-7-methyl-thieno[3,2-d]pyrimidine), C(C)(=O)[O-].[Na+] (sodium acetate). The reagents and catalysts are [OH-].[OH-].[Pd+2] (palladium hydroxide on carbon). Run in C(C)(=O)OCC (ethyl acetate), C(C)(C)O (isopropyl alcohol). Conditions: time 8 hour. Product: ClC=1N=CC2=C(N1)C(=CS2)C (2-chloro-7-methyl-thieno[3,2-d]pyrimidine). Yield: 85.4%. RXN SMILES: [Cl:1][C:2]1[N:3]=[C:4](Cl)[C:5]2[S:10][CH:9]=[C:8]([CH3:11])[C:6]=2[N:7]=1.C([O-])(=O)C.[Na+]>C(OCC)(=O)C.C(O)(C)C.[OH-].[OH-].[Pd+2]>[Cl:1][C:2]1[N:3]=[CH:4][C:5]2[S:10][CH:9]=[C:8]([CH3:11])[C:6]=2[N:7]=1 |f:1.2,5.6.7|. Reported procedure: A mixture of 2,4-dichloro-7-methyl-thieno[3,2-d]pyrimidine (2.5 g), palladium hydroxide on carbon (20%, 0.5 g) and sodium acetate (2.0 g) in a mixture of ethyl acetate (40 mL) and isopropyl alcohol (5 mL) was shaken in a Parr apparatus under hydrogen atmosphere (50 PSI) overnight. The reaction mixture was filtered on a CELITE™ pad and the filtrate was evaporated under reduced pressure. The crude residue was purified by flash chromatography (DCM) to give 1.8 g of 2-chloro-7-methyl-thieno[3,2-d]py... Reactants: C(C1=CC=CC=C1)OC(=O)NC=1C=C(C(=O)OC(C)(C)C)C=CC1 (tert-Butyl 3-(N-benzyloxycarbonylamino)benzoate), C(=O)[O-].[NH4+] (ammonium formate). The reagents and catalysts are [Pd] (palladium/carbon). Solvent: CO (methanol). Reaction conditions: temperature 60 celsius, time 2 hour. The product is NC=1C=C(C(=O)OC(C)(C)C)C=CC1 (tert-butyl 3-aminobenzoate). RXN SMILES: C(OC([NH:11][C:12]1[CH:13]=[C:14]([CH:22]=[CH:23][CH:24]=1)[C:15]([O:17][C:18]([CH3:21])([CH3:20])[CH3:19])=[O:16])=O)C1C=CC=CC=1.C([O-])=O.[NH4+]>CO.[Pd]>[NH2:11][C:12]1[CH:13]=[C:14]([CH:22]=[CH:23][CH:24]=1)[C:15]([O:17][C:18]([CH3:20])([CH3:21])[CH3:19])=[O:16] |f:1.2|. Reported procedure: tert-Butyl 3-(N-benzyloxycarbonylamino)benzoate (2.18 g) and ammonium formate (2.1 g) were dissolved in methanol (30 ml). Catalyst (1 g) of 10% palladium/carbon was added, and the mixture was stirred at 60° C. for 2 hours. The reaction mixture was filtered through Celite to remove catalyst and the filtrate was concentrated. The residue was partitioned between chloroform and water. The organic layer was washed with water, dried over magnesium sulfate, and concentrated under reduced pressure to gi...